From a dataset of the Open Reaction Database (ORD), a public repository of structured organic reaction records. describe an organic reaction: reactants, conditions, products, and yield Starting materials: BrC=1C(=CC(=C(C1C)OCOC)OCC)OCC (5-bromo-2,4-diethoxy-6-methyl-1-methoxymethyloxybenzene), [Cl-].[NH4+] (ammonium chloride), C1CCOC1 (THF), C(CCC)[Li] (n-butyllithium), CN(C=O)C (dimethylformamide). Run at temperature -40 celsius, time 30 minute. Product: C(C)OC1=C(C=O)C(=C(C(=C1OC)OCC)OCOC)C (2,4-Diethoxy-3-methoxy-5-methoxymethyloxy-6-methylbenzaldehyde). RXN SMILES: Br[C:2]1[C:3]([O:16][CH2:17][CH3:18])=[CH:4][C:5]([O:13][CH2:14][CH3:15])=[C:6]([O:9][CH2:10][O:11][CH3:12])[C:7]=1[CH3:8].C([Li])CCC.CN(C)[CH:26]=[O:27].[Cl-].[NH4+].C1C[O:34][CH2:33]C1>>[CH2:17]([O:16][C:3]1[C:4]([O:27][CH3:26])=[C:5]([O:13][CH2:14][CH3:15])[C:6]([O:9][CH2:10][O:11][CH3:12])=[C:7]([CH3:8])[C:2]=1[CH:33]=[O:34])[CH3:18] |f:3.4|. Procedure details: 43.6 g of 5-bromo-2,4-diethoxy-6-methyl-1-methoxymethyloxybenzene prepared in Referential Example 8 was dissolved in 220 ml of THF, and 100 ml of n-butyllithium (1.6M n-hexane solution) was dropwise added thereto at -70° C. The mixture was stirred at -40° C. for 30 min, and 11.9 g of dimethylformamide was dropwise added thereto. The temperature of the reaction mixture was returned to room temperature, and an aqueous ammonium chloride solution was added thereto, followed by extracting with ethyl ... The reactants are COC1=CC=C(C=C1)N (p-anisidine), C=O (formaldehyde), N1[C@H](C(=O)O)CCC1 (L-proline), C1(C=CCCC1)=O (2-cyclohexen-1-one). Run in CS(=O)C (DMSO), C(C)(=O)OCC (ethyl acetate). Reaction conditions: temperature 50 celsius. The product is COC1=CC=C(C=C1)N1[C@@H]2CC([C@H](C1)CC2)=O ((1S,4S)-2-(4-methoxyphenyl)-2-azabicyclo[2.2.2]octan-5-one). As a reaction SMILES: [CH3:1][O:2][C:3]1[CH:8]=[CH:7][C:6]([NH2:9])=[CH:5][CH:4]=1.N1CCC[C@H:11]1C(O)=O.[C:18]1(=[O:24])[CH2:23][CH2:22][CH2:21][CH:20]=[CH:19]1.C=O>CS(C)=O.C(OCC)(=O)C>[CH3:1][O:2][C:3]1[CH:8]=[CH:7][C:6]([N:9]2[CH2:11][C@@H:23]3[CH2:22][CH2:21][C@H:20]2[CH2:19][C:18]3=[O:24])=[CH:5][CH:4]=1. Procedure: A solution of p-anisidine (E-2, 8.13 g, 66.0 mmol, 1.1 equiv), L-proline (2.07 g, 18.0 mmol, 0.3 equiv), 2-cyclohexen-1-one (E-1, 11.54 g, 120.0 mmol, 2.0 equiv), and 37% aqueous formaldehyde (4.47 mL, 60.0 mmol, 1.0 equiv) was made in DMSO (100 mL) and the reaction was heated to 50° C. for 24 h. The reaction was cooled and diluted with ethyl acetate (500 mL) and washed with water (5×100 mL). The organic phase was dried over MgSO4 and concentrated to an oil. The crude residue was purified by chr... The reactants are [N+](#[C-])CC(=O)OCC (ethyl isocyanoacetate), O[C@@]12[C@]3(CCC(=CC3=CC[C@H]1[C@@H]1CCC([C@@]1(C)CC2)=O)OC)C (9α-hydroxy-3-methoxyandrosta-3,5-dien-17-one), CC(C)([O-])C.[K+] (Potassium tert. butoxide), [Cl-].[NH4+] (ammonium chloride). Run in O1CCCC1 (tetrahydrofuran), O1CCCC1 (tetrahydrofuran), O1CCCC1 (tetrahydrofuran). Reaction conditions: temperature 0 celsius, time 5 hour. The product is C(=O)N\C(\C(=O)OCC)=C/1\CC[C@H]2[C@@H]3CC=C4C=C(CC[C@]4(C)[C@]3(CC[C@]12C)O)OC (Ethyl (20Z)-20-formamido-9α-hydroxy-3-methoxypregna-3,5,17(20)-trien-21-oate). Isolated yield 22.7%. Reaction SMILES: CC(C)([O-:4])C.[K+].[N+:7]([CH2:9][C:10]([O:12][CH2:13][CH3:14])=[O:11])#[C-:8].[OH:15][C@:16]12[CH2:33][CH2:32][C@@:30]3([CH3:31])[C@@H:26]([CH2:27][CH2:28][C:29]3=O)[C@@H:25]1[CH2:24][CH:23]=[C:22]1[C@:17]2([CH3:37])[CH2:18][CH2:19][C:20]([O:35][CH3:36])=[CH:21]1.[Cl-].[NH4+]>O1CCCC1>[CH:8]([NH:7]/[C:9](=[C:29]1/[CH2:28][CH2:27][C@@H:26]2[C@:30]/1([CH3:31])[CH2:32][CH2:33][C@@:16]1([OH:15])[C@H:25]2[CH2:24][CH:23]=[C:22]2[C@:17]1([CH3:37])[CH2:18][CH2:19][C:20]([O:35][CH3:36])=[CH:21]2)/[C:10]([O:12][CH2:13][CH3:14])=[O:11])=[O:4] |f:0.1,4.5|. Reported procedure: Potassium tert. butoxide (1.71 g) was added to dry tetrahydrofuran (60 ml) under nitrogen. The solution was cooled to 0° C. and a solution of ethyl isocyanoacetate (1.64 g) in tetrahydrofuran (10 ml) was added dropwise, while keeping the temperature below 0° C. Next, a solution of 9α-hydroxy-3-methoxyandrosta-3,5-dien-17-one (3.21 g) in tetrahydrofuran (60 ml) was added. After stirring for 5 hours at room temperature the mixture was poured into 400 ml of saturated aqueous ammonium chloride solut...